From a dataset of the Open Reaction Database (ORD), a public repository of structured organic reaction records. describe an organic reaction: reactants, conditions, products, and yield Reactants: ClC1=C(C=CC(=C1)Cl)N1CCCN2C1=NC=1C2=C(C=CC1)C(=O)N(C)C (1-(2,4-dichlorophenyl)-N,N-dimethyl-1,2,3,4-tetrahydropyrimido[1,2-a]benzimidazole-6-carboxamide), [B].O1CCCC1 (boron tetrahydrofuran), [Cl-].[NH4+] (ammonium chloride). Conditions: temperature 70 celsius, time 13 hour. The product is ClC1=C(C=CC(=C1)Cl)N1CCCN2C1=NC1=C2C(=CC=C1)CN(C)C (1-[1-(2,4-Dichlorophenyl)-1,2,3,4-tetrahydropyrimido[1,2-a]benzimidazol-6-yl]-N,N-dimethylmethanamine). Yield: 28.5%. As a reaction SMILES: [Cl:1][C:2]1[CH:7]=[C:6]([Cl:8])[CH:5]=[CH:4][C:3]=1[N:9]1[C:14]2=[N:15][C:16]3[C:17](=[C:18]([C:22]([N:24]([CH3:26])[CH3:25])=O)[CH:19]=[CH:20][CH:21]=3)[N:13]2[CH2:12][CH2:11][CH2:10]1.[B].O1CCCC1.[Cl-].[NH4+]>>[Cl:1][C:2]1[CH:7]=[C:6]([Cl:8])[CH:5]=[CH:4][C:3]=1[N:9]1[C:14]2=[N:15][C:16]3[CH:21]=[CH:20][CH:19]=[C:18]([CH2:22][N:24]([CH3:26])[CH3:25])[C:17]=3[N:13]2[CH2:12][CH2:11][CH2:10]1 |f:1.2,3.4|. Procedure details: To a solution of 1-(2,4-dichlorophenyl)-N,N-dimethyl-1,2,3,4-tetrahydropyrimido[1,2-a]benzimidazole-6-carboxamide (200 mg, 0.513 mmol) was added boron-tetrahydrofuran complex (1.0 M solution in tetrahydrofuran, 2.6 mL, 2.6 mmol), and the mixture was stirred at 70° C. for 13 hr. To the mixture was added aqueous saturated ammonium chloride, and the mixture was stirred at 70° C. for 20 min. The mixture was extracted with ethyl acetate. The combined organic layer was washed with brine, dried over an... The reactants are C1=CC=CC=2C3=CC=CC=C3C(C12)COC(N[C@@H](CCCCNC(=O)OC(C)(C)C)C(NCCN(C)C(=O)OCC1=CC=CC=C1)=O)=O ({(S)-1-[2-(Benzyloxycarbonyl-methyl-amino)-ethylcarbamoyl]-5-tert-butoxycarbonylamino-pentyl}-carbamic acid 9H-fluoren-9-ylmethyl ester), N1CCCCC1 (piperidine). Run at time 18 hour. The product is C(C)(C)(C)OC(NCCCC[C@@H](C(NCCN(C)C(=O)OCC1=CC=CC=C1)=O)N)=O ({(S)-5-Amino-5-[2-(benzyloxycarbonyl-methyl-amino)-ethylcarbamoyl]-pentyl}-carbamic acid tert-butyl ester). Isolated yield 91.9%. As a reaction SMILES: C1C2C(COC(=O)[NH:17][C@H:18]([C:31](=[O:47])[NH:32][CH2:33][CH2:34][N:35]([C:37]([O:39][CH2:40][C:41]3[CH:46]=[CH:45][CH:44]=[CH:43][CH:42]=3)=[O:38])[CH3:36])[CH2:19][CH2:20][CH2:21][CH2:22][NH:23][C:24]([O:26][C:27]([CH3:30])([CH3:29])[CH3:28])=[O:25])C3C(=CC=CC=3)C=2C=CC=1.N1CCCCC1>>[C:27]([O:26][C:24](=[O:25])[NH:23][CH2:22][CH2:21][CH2:20][CH2:19][C@H:18]([NH2:17])[C:31](=[O:47])[NH:32][CH2:33][CH2:34][N:35]([C:37]([O:39][CH2:40][C:41]1[CH:46]=[CH:45][CH:44]=[CH:43][CH:42]=1)=[O:38])[CH3:36])([CH3:30])([CH3:28])[CH3:29]. Procedure: To a solution of compound G (2.3 g, 3.49 mmol) in EtOAC (50 ml) was added piperidine (0.34 mL, 3.49 mmol). The reaction mixture was stirred for 18 h at room temperature and then the solvents were removed in vacuo. The residue was dissolved in a minimum amount of EtOAc, and then was precipitated with Et2O. Precipitate was filtered off and washed with Et2O and dried to afford compound H (1.4 g, 94%). LC-MS [M+H] 437.6 (C22H36N4O5+H, calc: 437.5). Starting materials: CN1CCN(CCC1)CCCCOC=1C=C(C#N)C=CN1 (2-[4-(4-Methyl-[1,4]diazepan-1-yl)-butoxy]-isonicotinonitrile), CN1CCNCCC1 (1-methyl-[1,4]diazepane), ClCCCCO (4-chloro-butan-1-ol), C(=O)([O-])[O-].[K+].[K+] (K2CO3), [Na+].[I-] (NaI). The solvent is O (water), C(CCC)O (1-butanol). Run at temperature 95 celsius, time 36 hour. Product: CN1CCN(CCC1)CCCCO (4-(4-methyl-[1,4]diazepan-1-yl)-butan-1-ol). RXN SMILES: [CH3:1][N:2]1[CH2:8][CH2:7][CH2:6][N:5]([CH2:9][CH2:10][CH2:11][CH2:12][O:13]C2C=C(C=CN=2)C#N)[CH2:4][CH2:3]1.CN1CCCNCC1.ClCCCCO.C([O-])([O-])=O.[K+].[K+].[Na+].[I-]>C(O)CCC.O>[CH3:1][N:2]1[CH2:8][CH2:7][CH2:6][N:5]([CH2:9][CH2:10][CH2:11][CH2:12][OH:13])[CH2:4][CH2:3]1 |f:3.4.5,6.7|. Reported procedure: 2-[4-(4-Methyl-[1,4]diazepan-1-yl)-butoxy]-isonicotinonitrile. To a solution of 1-methyl-[1,4]diazepane (21.3 g, 185 mmol, 2.0 equiv) and 4-chloro-butan-1-ol (10.0 g, 92.6 mmol, 1.0 equiv) in 1-butanol (200 mL) were added K2CO3 (38.0 g, 278 mmol, 3.0 equiv) and NaI (13.9 g, 92.6 mmol, 1.0 equiv). The mixture was warmed to 95° C. and stirred for 36 h. The mixture was then cooled to rt, diluted with water, and extracted with chloroform (3×100 mL). The combined extracts were washed with brine, drie... Reactants: O=C([O-])O, CCCCCCC(C)(C)c1ccc(C2CCCC(O)C2)c(OCc2ccccc2)c1, [H][H], [Na+]. The product is CCCCCCC(C)(C)c1ccc(C2CCCC(O)C2)c(O)c1. As a reaction SMILES: [C:31](=[O:32])([OH:33])[O-:34].[CH2:1]([c:2]1[cH:3][cH:4][cH:5][cH:6][cH:7]1)[O:8][c:9]1[c:10]([CH:24]2[CH2:25][CH:26]([OH:30])[CH2:27][CH2:28][CH2:29]2)[cH:11][cH:12][c:13]([C:15]([CH2:16][CH2:17][CH2:18][CH2:19][CH2:20][CH3:21])([CH3:22])[CH3:23])[cH:14]1.[H:36][H:37].[Na+:35]>>[OH:8][c:9]1[c:10]([CH:24]2[CH2:25][CH:26]([OH:30])[CH2:27][CH2:28][CH2:29]2)[cH:11][cH:12][c:13]([C:15]([CH2:16][CH2:17][CH2:18][CH2:19][CH2:20][CH3:21])([CH3:22])[CH3:23])[cH:14]1. Starting materials: CC(C)(C)OC(=O)N1CCCCC1CCOc1c(-c2cccc(Br)c2)c(=O)[nH]c2cc(Cl)c([N+](=O)[O-])cc12, COc1ccccc1, O=C(O)C(F)(F)F. Product: O=c1[nH]c2cc(Cl)c([N+](=O)[O-])cc2c(OCCC2CCCCN2)c1-c1cccc(Br)c1. As a reaction SMILES: [C:1]([O:2][C:3](=[O:4])[N:8]1[CH:9]([CH2:14][CH2:15][O:16][c:17]2[c:18](-[c:32]3[cH:33][c:34]([Br:38])[cH:35][cH:36][cH:37]3)[c:19](=[O:31])[nH:20][c:21]3[cH:22][c:23]([Cl:30])[c:24]([N+:27](=[O:28])[O-:29])[cH:25][c:26]23)[CH2:10][CH2:11][CH2:12][CH2:13]1)([CH3:5])([CH3:6])[CH3:7].[CH3:39][O:40][c:41]1[cH:42][cH:43][cH:44][cH:45][cH:46]1.[OH:47][C:48]([C:49]([F:50])([F:51])[F:52])=[O:53]>>[NH:8]1[CH:9]([CH2:14][CH2:15][O:16][c:17]2[c:18](-[c:32]3[cH:33][c:34]([Br:38])[cH:35][cH:36][cH:37]3)[c:19](=[O:31])[nH:20][c:21]3[cH:22][c:23]([Cl:30])[c:24]([N+:27](=[O:28])[O-:29])[cH:25][c:26]23)[CH2:10][CH2:11][CH2:12][CH2:13]1. Starting materials: C(Cl)Cl (CH2Cl2), BrC=1C=NC(=NC1)OC=1C(=C(C=CC1C1CCC1)C=1N=CC(=NC1)N)F (5-(3-((5-Bromopyrimidin-2-yl)oxy)-4-cyclobutyl-2-fluorophenyl)pyrazin-2-amine), CC1(OB(OC1(C)C)C=1C=NC(=NC1)N)C (5-(4,4,5,5-tetramethyl-1,3,2-dioxaborolan-2-yl)pyrimidin-2-amine), C(=O)([O-])[O-].[Na+].[Na+] (Na2CO3). Solvent: O1CCOCC1 (1,4-Dioxane), O (water). Reaction SMILES: Br[C:2]1[CH:3]=[N:4][C:5]([O:8][C:9]2[C:10]([F:26])=[C:11]([C:19]3[N:20]=[CH:21][C:22]([NH2:25])=[N:23][CH:24]=3)[CH:12]=[CH:13][C:14]=2[CH:15]2[CH2:18][CH2:17][CH2:16]2)=[N:6][CH:7]=1.CC1(C)C(C)(C)OB([C:35]2[CH:36]=[N:37][C:38]([NH2:41])=[N:39][CH:40]=2)O1.C([O-])([O-])=O.[Na+].[Na+].C(Cl)Cl>O.O1CCOCC1>[NH2:25][C:22]1[N:23]=[CH:24][C:19]([C:11]2[C:10]([F:26])=[C:9]([C:14]([CH:15]3[CH2:18][CH2:17][CH2:16]3)=[CH:13][CH:12]=2)[O:8][C:5]2[N:4]=[CH:3][C:2]([C:35]3[CH:36]=[N:37][C:38]([NH2:41])=[N:39][CH:40]=3)=[CH:7][N:6]=2)=[N:20][CH:21]=1 |f:2.3.4|. Reported procedure: 5-(3-((5-Bromopyrimidin-2-yl)oxy)-4-cyclobutyl-2-fluorophenyl)pyrazin-2-amine (60 mg, 0.14 mmol) and 5-(4,4,5,5-tetramethyl-1,3,2-dioxaborolan-2-yl)pyrimidin-2-amine (32 mg, 0.14 mmol) were added to a sealable microwave vial equipped with a stir-bar. 1,4-Dioxane (0.58 mL) and Na2CO3 (2 M, 0.14 mL) were added And the mixture sparged with Ar for 10 min before adding Pd(dppf)Cl2.CH2Cl2 (5 mg, 0.007 mmol) and heating the reaction mixture at 80° Celsius for 15 hours. The reaction was then cooled to r... The product is NC=1N=CC(=NC1)C=1C(=C(OC2=NC=C(C=N2)C=2C=NC(=NC2)N)C(=CC1)C1CCC1)F (2′-[3-(5-Aminopyrazin-2-yl)-6-cyclobutyl-2-fluorophenoxy]-5,5′-bipyrimidin-2-amine). Starting materials: CS(=O)(=O)O, CCO, Cc1ccnc2c1C(=NNC(=N)N)CC(c1cc(F)ccc1Cl)C2. The product is CS(=O)(=O)O, Cc1ccnc2c1C(=NNC(=N)N)CC(c1cc(F)ccc1Cl)C2. Reaction SMILES: [CH3:25][S:26]([OH:27])(=[O:28])=[O:29].[CH3:30][CH2:31][OH:32].[Cl:1][c:2]1[c:3]([CH:9]2[CH2:10][C:11](=[N:20][NH:21][C:22](=[NH:23])[NH2:24])[c:12]3[c:13]([CH3:19])[cH:14][cH:15][n:16][c:17]3[CH2:18]2)[cH:4][c:5]([F:8])[cH:6][cH:7]1>>[CH3:25][S:26](=[O:27])(=[O:28])[OH:29].[Cl:1][c:2]1[c:3]([CH:9]2[CH2:10][C:11](=[N:20][NH:21][C:22](=[NH:23])[NH2:24])[c:12]3[c:13]([CH3:19])[cH:14][cH:15][n:16][c:17]3[CH2:18]2)[cH:4][c:5]([F:8])[cH:6][cH:7]1.